describe an organic reaction: reactants, conditions, products, and yield From a dataset of the Open Reaction Database (ORD), a public repository of structured organic reaction records. Starting materials: Cc1cccc(Nc2nc(NCCCNC(=O)CN(C)C(=O)OC(C)(C)C)nc3cc[nH]c(=O)c23)c1, ClCCl, O=C(O)C(F)(F)F. Product: CNCC(=O)NCCCNc1nc(Nc2cccc(C)c2)c2c(=O)[nH]ccc2n1. Reaction SMILES: [CH3:1][N:2]([C:3](=[O:4])[O:5][C:6]([CH3:7])([CH3:8])[CH3:9])[CH2:10][C:11](=[O:12])[NH:13][CH2:14][CH2:15][CH2:16][NH:17][c:18]1[n:19][c:20]([NH:29][c:30]2[cH:31][c:32]([CH3:36])[cH:33][cH:34][cH:35]2)[c:21]2[c:22]([n:23]1)[cH:24][cH:25][nH:26][c:27]2=[O:28].[Cl:44][CH2:45][Cl:46].[F:37][C:38]([F:39])([F:40])[C:41]([OH:42])=[O:43]>>[CH3:1][NH:2][CH2:10][C:11](=[O:12])[NH:13][CH2:14][CH2:15][CH2:16][NH:17][c:18]1[n:19][c:20]([NH:29][c:30]2[cH:31][c:32]([CH3:36])[cH:33][cH:34][cH:35]2)[c:21]2[c:22]([n:23]1)[cH:24][cH:25][nH:26][c:27]2=[O:28]. Starting materials: CCOCC, COC(OC)C(C)O, Cl, [H-], [Na+], CN(C)C=O, O, ClCc1ccccn1. Yields the product COC(OC)C(C)OCc1ccccn1. As a reaction SMILES: [CH3:20][CH2:21][O:22][CH2:23][CH3:24].[CH3:3][O:4][CH:5]([CH:6]([CH3:7])[OH:8])[O:9][CH3:10].[ClH:11].[H-:1].[Na+:2].[O:25]=[CH:26][N:27]([CH3:28])[CH3:29].[OH2:30].[c:12]1([CH2:18][Cl:19])[cH:13][cH:14][cH:15][cH:16][n:17]1>>[CH3:3][O:4][CH:5]([CH:6]([CH3:7])[O:8][CH2:18][c:12]1[cH:13][cH:14][cH:15][cH:16][n:17]1)[O:9][CH3:10]. Starting materials: N (ammonia), C=O (Formaldehyde), COC1=CC=C(C(=O)NC(NC2CCNCC2)=O)C=C1 (4-(4-methoxybenzoylureido)piperidine), N1C=CC2=CC=CC=C12 (indole). The solvent is C(C)(=O)O (acetic acid), O (water). Run at time 5 hour. The product is COC1=CC=C(C(=O)NC(NC2CCN(CC2)CC2=CNC3=CC=CC=C23)=O)C=C1 (3-(4-methoxybenzoyl)-1-(1-[indol-3-ylmethyl]piperid-4-yl)urea). The yield is 95.0%. As a reaction SMILES: [CH2:1]=O.[CH3:3][O:4][C:5]1[CH:22]=[CH:21][C:8]([C:9]([NH:11][C:12](=[O:20])[NH:13][CH:14]2[CH2:19][CH2:18][NH:17][CH2:16][CH2:15]2)=[O:10])=[CH:7][CH:6]=1.[NH:23]1[C:31]2[C:26](=[CH:27][CH:28]=[CH:29][CH:30]=2)[CH:25]=[CH:24]1.N>C(O)(=O)C.O>[CH3:3][O:4][C:5]1[CH:6]=[CH:7][C:8]([C:9]([NH:11][C:12](=[O:20])[NH:13][CH:14]2[CH2:19][CH2:18][N:17]([CH2:1][C:25]3[C:26]4[C:31](=[CH:30][CH:29]=[CH:28][CH:27]=4)[NH:23][CH:24]=3)[CH2:16][CH2:15]2)=[O:10])=[CH:21][CH:22]=1. Procedure details: Formaldehyde (0.4 cm3, 40% aqueous solution) was added to a stirred solution of 4-(4-methoxybenzoylureido)piperidine (1.39 g, 0.005 mol) and indole (0.6 g, 0.005 mol) in acetic acid (3 cm3). The solution was allowed to stand for 5 hours and the diluted with water (50 cm3). The turbid solution was then basified by addition of ammonia solution and the precipitated solid collected by filtration washed with water and ether to give 2.1 g (95%) of the title compound as the free base. The base was susp... As a reaction SMILES: [CH2:1]([CH3:2])[c:3]1[cH:4][n:5][c:6]([N:9]2[CH2:10][CH2:11][CH:12]([c:15]3[s:16][cH:17][c:18]([CH2:20][O:21][c:22]4[cH:23][cH:24][c:25]([S:28][C:29]([F:30])([F:31])[F:32])[cH:26][cH:27]4)[n:19]3)[CH2:13][CH2:14]2)[n:7][cH:8]1.[Cl:33][c:34]1[cH:35][c:36]([C:37]([O:38][OH:39])=[O:41])[cH:40][cH:42][cH:43]1.[Cl:44][CH2:45][Cl:46]>>[CH2:1]([CH3:2])[c:3]1[cH:4][n:5][c:6]([N:9]2[CH2:10][CH2:11][CH:12]([c:15]3[s:16][cH:17][c:18]([CH2:20][O:21][c:22]4[cH:23][cH:24][c:25]([S:28]([C:29]([F:30])([F:31])[F:32])=[O:41])[cH:26][cH:27]4)[n:19]3)[CH2:13][CH2:14]2)[n:7][cH:8]1. Starting materials: CCc1cnc(N2CCC(c3nc(COc4ccc(SC(F)(F)F)cc4)cs3)CC2)nc1, O=C(OO)c1cccc(Cl)c1, ClCCl. Yields the product CCc1cnc(N2CCC(c3nc(COc4ccc(S(=O)C(F)(F)F)cc4)cs3)CC2)nc1. The reactants are Cc1cc2cc(C#N)c(=O)[nH]c2cc1C, O=P(Cl)(Cl)Cl. Yields the product Cc1cc2cc(C#N)c(Cl)nc2cc1C. Reaction SMILES: [C:1](#[N:2])[c:3]1[c:4](=[O:15])[nH:5][c:6]2[cH:7][c:8]([CH3:14])[c:9]([CH3:13])[cH:10][c:11]2[cH:12]1.[P:16]([Cl:17])([Cl:18])([Cl:19])=[O:20]>>[C:1](#[N:2])[c:3]1[c:4]([Cl:18])[n:5][c:6]2[cH:7][c:8]([CH3:14])[c:9]([CH3:13])[cH:10][c:11]2[cH:12]1. The reactants are ClC=1C=C(C2=C(NC(N2)=O)C1)C(=O)OCC1(CCN(CC1)C(=O)OC(C)(C)C)C1=CC=C(C=C1)F ((1-(tert-butoxycarbonyl)-4-(4-fluorophenyl)piperidin-4-yl)methyl 6-chloro-2-oxo-2,3-dihydro-1H-benzo[d]imidazole-4-carboxylate), C1(CCCCC1)N(C1CCCCC1)C (N-cyclohexyl-N-methylcyclohexanamine), ClCOCC[Si](C)(C)C ((2-(chloromethoxy)ethyl)trimethylsilane), O1CCCC1 (tetrahydrofuran). Reaction conditions: time 5 minute. Yields the product ClC=1C=C(C2=C(N(C(N2COCC[Si](C)(C)C)=O)COCC[Si](C)(C)C)C1)C(=O)OCC1(CCN(CC1)C(=O)OC(C)(C)C)C1=CC=C(C=C1)F ((1-(tert-Butoxycarbonyl)-4-(4-fluorophenyl)piperidin-4-yl)methyl 6-chloro-2-oxo-1,3-bis((2-(trimethylsilyl)ethoxy)methyl)-2,3-dihydro-1H-benzo[d]imidazole-4-carboxylate). As a reaction SMILES: [Cl:1][C:2]1[CH:3]=[C:4]([C:12]([O:14][CH2:15][C:16]2([C:29]3[CH:34]=[CH:33][C:32]([F:35])=[CH:31][CH:30]=3)[CH2:21][CH2:20][N:19]([C:22]([O:24][C:25]([CH3:28])([CH3:27])[CH3:26])=[O:23])[CH2:18][CH2:17]2)=[O:13])[C:5]2[NH:9][C:8](=[O:10])[NH:7][C:6]=2[CH:11]=1.C1(N(C)C2CCCCC2)CCCCC1.Cl[CH2:51][O:52][CH2:53][CH2:54][Si:55]([CH3:58])([CH3:57])[CH3:56].[O:59]1[CH2:63][CH2:62]C[CH2:60]1>>[Cl:1][C:2]1[CH:3]=[C:4]([C:12]([O:14][CH2:15][C:16]2([C:29]3[CH:30]=[CH:31][C:32]([F:35])=[CH:33][CH:34]=3)[CH2:21][CH2:20][N:19]([C:22]([O:24][C:25]([CH3:27])([CH3:28])[CH3:26])=[O:23])[CH2:18][CH2:17]2)=[O:13])[C:5]2[N:9]([CH2:51][O:52][CH2:53][CH2:54][Si:55]([CH3:58])([CH3:57])[CH3:56])[C:8](=[O:10])[N:7]([CH2:60][O:59][CH2:63][CH2:62][Si:55]([CH3:57])([CH3:56])[CH3:54])[C:6]=2[CH:11]=1. Procedure: To a solution of (1-(tert-butoxycarbonyl)-4-(4-fluorophenyl)piperidin-4-yl)methyl 6-chloro-2-oxo-2,3-dihydro-1H-benzo[d]imidazole-4-carboxylate (0.5 g, 0.99 mmol) and N-cyclohexyl-N-methylcyclohexanamine (0.70 mL, 3.3 mmol) in tetrahydrofuran (6.5 mL) at 0° C. was added (2-(chloromethoxy)ethyl)trimethylsilane (0.56 mL, 3.2 mmol). After 5 min, the ice bath was removed and stirring continued at room temperature for 24 h. The reaction was allowed to stir overnight. The reaction was diluted with die...